Task: describe an organic reaction: reactants, conditions, products, and yield. Dataset: the Open Reaction Database (ORD), a public repository of structured organic reaction records As a reaction SMILES: [CH2:9]([CH3:10])[O:11][CH2:12][Cl:13].[Cl:1][c:2]1[n:3][cH:4][c:5]([OH:8])[cH:6][n:7]1.[K+:14].[K+:15].[Na+:24].[O-:16][C:17]([O-:18])=[O:19].[O-:20][C:21]([OH:22])=[O:23].[O:25]=[CH:26][N:27]([CH3:28])[CH3:29]>>[Cl:1][c:2]1[n:3][cH:4][c:5]([O:8][CH2:12][O:11][CH2:9][CH3:10])[cH:6][n:7]1. Reactants: CCOCCl, Oc1cnc(Cl)nc1, [K+], [K+], [Na+], O=C([O-])[O-], O=C([O-])O, CN(C)C=O. Product: CCOCOc1cnc(Cl)nc1. Starting materials: C(C1=CC=CC=C1)OC(=O)N[C@@H]([C@@H](C)CC)C(=O)O (Nα -Benzyloxycarbonyl-L-isoleucine), C1(CCCCC1)N=C=NC1CCCCC1 (dicyclohexylcarbodiimide), Cl.COC([C@@H](N)CC1=CNC2=CC=CC=C12)=O (L-tryptophan methyl ester hydrochloride), ON1N=NC2=C1C=CC=C2 (1-hydroxy-benzotriazole). The solvent is CO (methanol), CN(C=O)C (dimethylformamide), C(C)N(CC)CC (Triethylamine). Conditions: time 40 hour. The product is COC([C@@H](NC([C@@H](NC(=O)OCC1=CC=CC=C1)[C@@H](C)CC)=O)CC1=CNC2=CC=CC=C12)=O (Nα -Benzyloxycarbonyl-L-isoleucyl-L-tryptophan methyl ester). As a reaction SMILES: [CH2:1]([O:8][C:9]([NH:11][C@H:12]([C:17]([OH:19])=O)[C@H:13]([CH2:15][CH3:16])[CH3:14])=[O:10])[C:2]1[CH:7]=[CH:6][CH:5]=[CH:4][CH:3]=1.Cl.[CH3:21][O:22][C:23](=[O:36])[C@H:24]([CH2:26][C:27]1[C:35]2[C:30](=[CH:31][CH:32]=[CH:33][CH:34]=2)[NH:29][CH:28]=1)[NH2:25].ON1C2C=CC=CC=2N=N1.C1(N=C=NC2CCCCC2)CCCCC1>CO.C(N(CC)CC)C.CN(C)C=O>[CH3:21][O:22][C:23](=[O:36])[C@H:24]([CH2:26][C:27]1[C:35]2[C:30](=[CH:31][CH:32]=[CH:33][CH:34]=2)[NH:29][CH:28]=1)[NH:25][C:17](=[O:19])[C@H:12]([C@H:13]([CH2:15][CH3:16])[CH3:14])[NH:11][C:9]([O:8][CH2:1][C:2]1[CH:3]=[CH:4][CH:5]=[CH:6][CH:7]=1)=[O:10] |f:1.2|. Reported procedure: Nα -Benzyloxycarbonyl-L-isoleucine, 2.65 g., and 2.54 g. of L-tryptophan methyl ester hydrochloride are dissolved in 30 ml. of dimethylformamide and cooled in an ice bath. Triethylamine, 1.4 ml., is added and then 1.5 g. of 1-hydroxy-benzotriazole. Lastly 2.3 g. of dicyclohexylcarbodiimide is added and the reaction let warm to room temperature with stirring continued for 40 hours. The mixture is filtered and the solvent evaporated. The residue is dissolved in 150 ml. of ethyl acetate and washed ...